From a dataset of the Open Reaction Database (ORD), a public repository of structured organic reaction records. describe an organic reaction: reactants, conditions, products, and yield The product is Cc1cccc(C(=O)NCN2CCN(c3ccccn3)CC2)c1C. Starting materials: O=C([O-])[O-], CCO, Cc1cccc(C(N)=O)c1C, [K+], [K+], c1ccc(N2CCNCC2)nc1. As a reaction SMILES: [C:24](=[O:25])([O-:26])[O-:27].[CH2:30]([OH:31])[CH3:32].[CH3:13][c:14]1[c:15]([C:16](=[O:17])[NH2:18])[cH:19][cH:20][cH:21][c:22]1[CH3:23].[K+:28].[K+:29].[n:1]1[c:2]([N:7]2[CH2:8][CH2:9][NH:10][CH2:11][CH2:12]2)[cH:3][cH:4][cH:5][cH:6]1>>[n:1]1[c:2]([N:7]2[CH2:8][CH2:9][N:10]([CH2:24][NH:18][C:16]([c:15]3[c:14]([CH3:13])[c:22]([CH3:23])[cH:21][cH:20][cH:19]3)=[O:17])[CH2:11][CH2:12]2)[cH:3][cH:4][cH:5][cH:6]1. Starting materials: OC1=C(OC=CC1=O)C (3-Hydroxy-2-methyl-4H-pyran-4-one), C1(=CC=C(C=C1)S(=O)(=O)Cl)C (p-toluenesulfonyl chloride). Run in N1=CC=CC=C1 (pyridine). Product: CC1=CC=C(C=C1)S(=O)(=O)OC1=C(OC=CC1=O)C (2-Methyl-4-oxo-4H-pyran-3-yl 4-methylbenzenesulfonate). Isolated yield 64.0%. Reaction SMILES: [OH:1][C:2]1[C:7](=[O:8])[CH:6]=[CH:5][O:4][C:3]=1[CH3:9].[C:10]1([CH3:20])[CH:15]=[CH:14][C:13]([S:16](Cl)(=[O:18])=[O:17])=[CH:12][CH:11]=1>N1C=CC=CC=1>[CH3:20][C:10]1[CH:15]=[CH:14][C:13]([S:16]([O:1][C:2]2[C:7](=[O:8])[CH:6]=[CH:5][O:4][C:3]=2[CH3:9])(=[O:18])=[O:17])=[CH:12][CH:11]=1. Procedure: 3-Hydroxy-2-methyl-4H-pyran-4-one (0.5 g, 4.0 mmol) was reacted with p-toluenesulfonyl chloride (2.27 g, 11.9 mmol) in 40 mL of pyridine to afford PZBG-2b in 64% yield (0.71 g, 2.5 mmol). 1H NMR (500 MHz, CDCl3) δ=7.99 (d, J=8 Hz, 2H), 7.64 (d, J=5.8 Hz, 1H), 7.37 (d, J=8 Hz, 2H), 6.34 (d, J=5.8 Hz, 1H), 2.46 (s, 3H, CH3), 2.45 (s, 3H, CH3). 13C NMR (100 MHz, CDCl3) δ=127.2, 163.2, 154.2, 145.8, 138.4, 133.6, 129.8, 129.0, 117.7, 22.0, 16.3. ESI-MS(+): m/z 281.01 [M+H]+, 303.03 [M+Na]+. Run at temperature 150 celsius. Starting materials: ClC1=C(C(=CC(=C1)C)Cl)O (2,6-Dichloro-4-methylphenol), C1(OCCO1)=O (ethylene carbonate), N1C=NC=C1 (imidazole). Procedure: 2,6-Dichloro-4-methylphenol (1 eq.), ethylene carbonate (1 eq.) and imidazole (0.5% loading) were combined and heated at 150° C. for 4 h to afford the title compound as a brown oil. Yields the product ClC1=C(OCCO)C(=CC(=C1)C)Cl (2-(2,6-Dichloro-4-methylphenoxy)ethanol). As a reaction SMILES: [Cl:1][C:2]1[CH:7]=[C:6]([CH3:8])[CH:5]=[C:4]([Cl:9])[C:3]=1[OH:10].C1(=O)O[CH2:14][CH2:13][O:12]1.N1C=CN=C1>>[Cl:1][C:2]1[CH:7]=[C:6]([CH3:8])[CH:5]=[C:4]([Cl:9])[C:3]=1[O:10][CH2:14][CH2:13][OH:12]. The reactants are CN(C(=O)OC(C)(C)C)C(Cc1ccc2ccccc2c1)C(=O)O, CCN(C(C)C)C(C)C, CCN=C=NCCCN(C)C, CNC(=O)C(CCCCNC(C)=O)NC(=O)C(Cc1ccccc1)NC, CN(C)C=O, CCOC(C)=O, ClCCl, Cl, Cl, On1nnc2cccnc21. Product: CNC(=O)C(CCCCNC(C)=O)NC(=O)C(Cc1ccccc1)N(C)C(=O)C(Cc1ccc2ccccc2c1)N(C)C(=O)OC(C)(C)C. RXN SMILES: [C:13]([CH3:14])([CH3:15])([CH3:16])[O:17][C:18](=[O:19])[N:20]([CH3:21])[CH:22]([C:23](=[O:24])[OH:25])[CH2:26][c:27]1[cH:28][c:29]2[cH:30][cH:31][cH:32][cH:33][c:34]2[cH:35][cH:36]1.[CH2:74]([N:75]([CH:76]([CH3:77])[CH3:78])[CH:79]([CH3:80])[CH3:81])[CH3:82].[CH3:2][N:3]([CH3:4])[CH2:5][CH2:6][CH2:7][N:8]=[C:9]=[N:10][CH2:11][CH3:12].[CH3:48][NH:49][C:50]([CH:51]([CH2:52][CH2:53][CH2:54][CH2:55][NH:56][C:57]([CH3:58])=[O:59])[NH:60][C:61]([CH:62]([CH2:63][c:64]1[cH:65][cH:66][cH:67][cH:68][cH:69]1)[NH:70][CH3:71])=[O:72])=[O:73].[CH3:86][N:87]([CH3:88])[CH:89]=[O:90].[CH3:91][CH2:92][O:93][C:94](=[O:95])[CH3:96].[Cl:83][CH2:84][Cl:85].[ClH:1].[ClH:47].[OH:37][n:38]1[c:39]2[n:40][cH:41][cH:42][cH:43][c:44]2[n:45][n:46]1>>[C:13]([CH3:14])([CH3:15])([CH3:16])[O:17][C:18](=[O:19])[N:20]([CH3:21])[CH:22]([C:23](=[O:25])[N:70]([CH:62]([C:61]([NH:60][CH:51]([C:50]([NH:49][CH3:48])=[O:73])[CH2:52][CH2:53][CH2:54][CH2:55][NH:56][C:57]([CH3:58])=[O:59])=[O:72])[CH2:63][c:64]1[cH:65][cH:66][cH:67][cH:68][cH:69]1)[CH3:71])[CH2:26][c:27]1[cH:28][c:29]2[cH:30][cH:31][cH:32][cH:33][c:34]2[cH:35][cH:36]1. Reactants: C(#N)C=1C=C2CC(NC2=CC1)=O (5-cyanooxindole), ClC1=CC=C(C=N1)S(=O)(=O)N1CCN(CC1)CCC(C)C (1-[(6-chloropyridin-3-yl)sulfonyl]-4-(3-methylbutyl)piperazine). Yields the product Cl.OC=1NC2=CC=C(C=C2C1C1=NC=C(C=C1)S(=O)(=O)N1CCN(CC1)CCC(C)C)C#N (2-Hydroxy-3-(5-{[4-(3-methylbutyl)piperazin-1-yl]sulfonyl}pyridin-2-yl)-1H-indole-5-carbonitrile hydrochloride). Isolated yield 5.0%. RXN SMILES: [C:1]([C:3]1[CH:4]=[C:5]2[C:9](=[CH:10][CH:11]=1)[NH:8][C:7](=[O:12])[CH2:6]2)#[N:2].[Cl:13][C:14]1[N:19]=[CH:18][C:17]([S:20]([N:23]2[CH2:28][CH2:27][N:26]([CH2:29][CH2:30][CH:31]([CH3:33])[CH3:32])[CH2:25][CH2:24]2)(=[O:22])=[O:21])=[CH:16][CH:15]=1>>[ClH:13].[OH:12][C:7]1[NH:8][C:9]2[C:5]([C:6]=1[C:14]1[CH:15]=[CH:16][C:17]([S:20]([N:23]3[CH2:28][CH2:27][N:26]([CH2:29][CH2:30][CH:31]([CH3:33])[CH3:32])[CH2:25][CH2:24]3)(=[O:22])=[O:21])=[CH:18][N:19]=1)=[CH:4][C:3]([C:1]#[N:2])=[CH:11][CH:10]=2 |f:2.3|. Procedure details: The title compound was prepared as described for Example 82 using 5-cyanooxindole and 1-[(6-chloropyridin-3-yl)sulfonyl]-4-(3-methylbutyl)piperazine. Yield: 5% of the title compound as a yellow solid: 1H NMR (DMSO-d6, 400 MHz) δ 11.15 (br s, 1 H), 10.63 (br s, 1 H), 8.57 (s, 1 H), 8.02 (s, 1 H), 7.94-7.81 (m, 1 H), 7.73 (d, J=9 Hz, 1 H), 7.41 (d, J=8 Hz, 1 H), 7.05 (d, J=8 Hz, 1 H), 3.82-3.67 (m, 2 H), 3.62-3.34 (m, 2 H), 3.20-2.92 (m, 6 H), 1.64-1.46 (m, 3 H), 0.86 (d, J=6 Hz, 6 H); MS (ES) m/z... The reactants are OCC=1C=C(C(=C2C=CN(C12)S(=O)(=O)C1=CC=C(C)C=C1)CC1=NC2=C(N1)C=CC(=C2)C#N)C (2-((7-(hydroxymethyl)-5-methyl-1-tosyl-1H-indol-4-yl)methyl)-1H-benzo[d]imidazole-5-carbonitrile), [OH-].[K+] (KOH), C(CC(C)C)N (isoamylamine). Solvent: CCO (EtOH). Reaction conditions: temperature 100 celsius. The product is OCC=1C=C(C(=C2C=CNC12)CC1=NC2=C(N1)C=CC(=C2)C#N)C (2-((7-(Hydroxymethyl)-5-methyl-1H-indol-4-yl)methyl)-1H-benzo[d]imidazole-5-carbonitrile). RXN SMILES: [OH:1][CH2:2][C:3]1[CH:4]=[C:5]([CH3:34])[C:6]([CH2:22][C:23]2[NH:27][C:26]3[CH:28]=[CH:29][C:30]([C:32]#[N:33])=[CH:31][C:25]=3[N:24]=2)=[C:7]2[C:11]=1[N:10](S(C1C=CC(C)=CC=1)(=O)=O)[CH:9]=[CH:8]2.[OH-].[K+].C(N)CC(C)C>CCO>[OH:1][CH2:2][C:3]1[CH:4]=[C:5]([CH3:34])[C:6]([CH2:22][C:23]2[NH:27][C:26]3[CH:28]=[CH:29][C:30]([C:32]#[N:33])=[CH:31][C:25]=3[N:24]=2)=[C:7]2[C:11]=1[NH:10][CH:9]=[CH:8]2 |f:1.2|. Reported procedure: A mixture of 2-((7-(hydroxymethyl)-5-methyl-1-tosyl-1H-indol-4-yl)methyl)-1H-benzo[d]imidazole-5-carbonitrile (13 mg, 0.028 mmol), KOH (15.5 mg, 0.276 mmol) and isoamylamine (64 μL, 0.553 mmol) in EtOH (0.8 mL) was stirred at 100° C. using microwave irradiation for 45 minutes. The mixture was directly purified using RP-HPLC (HC-A) to provide the title compound. 1H NMR (TFA salt, 400 MHz, DMSO-d6) δ ppm 10.84 (s, 1H) 7.96 (s, 1H) 7.59 (d, J=8.34 Hz, 1H) 7.45-7.55 (m, 1H) 7.22 (t, J=2.78 Hz, 1H) 6...